Dataset: the Open Reaction Database (ORD), a public repository of structured organic reaction records. Task: describe an organic reaction: reactants, conditions, products, and yield Run at time 2 hour. Procedure: Analogously to Example 38, 330 mg (0.76 mmol) of 1-(quinolin-5-ylamino)-3-[1-(5-fluoro-2-methoxyphenyl)cycloprop-1-yl]-2-(trifluoromethyl)propan-2-ol is reacted with 3.80 ml (3.80 mmol) of a 1 M boron tribromide solution in 6.90 ml of dichloromethane. After 2 hours, the reaction is halted. The recrystallization from ethyl acetate and methanol yields 292 mg (91% of theory) of the product. Run in ClCCl (dichloromethane). The product is N1=CC=CC2=C(C=CC=C12)NCC(CC1(CC1)C1=C(C=CC(=C1)F)O)(O)C(F)(F)F (1-(Quinolin-5-ylamino)-3-[1-(5-fluoro-2-hydroxyphenyl)cycloprop-1-yl]-2-(trifluoromethyl)propan-2-ol). Starting materials: N1=CC=CC2=C(C=CC=C12)NCC(CC1(CC1)C1=C(C=CC(=C1)F)OC)(O)C(F)(F)F (1-(quinolin-5-ylamino)-3-[1-(5-fluoro-2-methoxyphenyl)cycloprop-1-yl]-2-(trifluoromethyl)propan-2-ol), B(Br)(Br)Br (boron tribromide). Reaction SMILES: [N:1]1[C:10]2[C:5](=[C:6]([NH:11][CH2:12][C:13]([C:28]([F:31])([F:30])[F:29])([OH:27])[CH2:14][C:15]3([C:18]4[CH:23]=[C:22]([F:24])[CH:21]=[CH:20][C:19]=4[O:25]C)[CH2:17][CH2:16]3)[CH:7]=[CH:8][CH:9]=2)[CH:4]=[CH:3][CH:2]=1.B(Br)(Br)Br>ClCCl>[N:1]1[C:10]2[C:5](=[C:6]([NH:11][CH2:12][C:13]([C:28]([F:31])([F:29])[F:30])([OH:27])[CH2:14][C:15]3([C:18]4[CH:23]=[C:22]([F:24])[CH:21]=[CH:20][C:19]=4[OH:25])[CH2:17][CH2:16]3)[CH:7]=[CH:8][CH:9]=2)[CH:4]=[CH:3][CH:2]=1. Starting materials: Cl (hydrochloric acid), O.NN (Hydrazine monohydrate), CCO (EtOH), ClC1=C(C(=O)OC)C=C(C=C1)[N+](=O)[O-] (methyl 2-chloro-5-nitrobenzoate). The solvent is O (Water). Conditions: temperature 90 celsius, time 1 hour. The product is [N+](=O)([O-])C=1C=C2C(=NNC2=CC1)O (5-nitro-1H-indazol-3-ol). RXN SMILES: O.[NH2:2][NH2:3].CCO.Cl[C:8]1[CH:17]=[CH:16][C:15]([N+:18]([O-:20])=[O:19])=[CH:14][C:9]=1[C:10](OC)=[O:11].Cl>O>[N+:18]([C:15]1[CH:14]=[C:9]2[C:8](=[CH:17][CH:16]=1)[NH:3][N:2]=[C:10]2[OH:11])([O-:20])=[O:19] |f:0.1|. Reported procedure: Hydrazine monohydrate (19 ml) was added to an EtOH (15 ml) solution containing methyl 2-chloro-5-nitrobenzoate (10 g), followed by stirring at 90° C. for 1 hour. The reaction solution was adjusted to room temperature. Water and concentrated hydrochloric acid (32 ml) were added dropwise to the reaction solution. A solid precipitate was collected by filtration and washed with water. A brown solid of 5-nitro-1H-indazol-3-ol (5.42 g) was thus obtained.